This data is from the Open Reaction Database (ORD), a public repository of structured organic reaction records. The task is: describe an organic reaction: reactants, conditions, products, and yield The reactants are C1CCOC1, CCN, Cc1cncc(C=O)c1. Product: CCNCc1cncc(C)c1. RXN SMILES: [CH2:13]1[O:14][CH2:15][CH2:16][CH2:17]1.[CH3:10][CH2:11][NH2:12].[CH3:1][c:2]1[cH:3][c:4]([CH:8]=[O:9])[cH:5][n:6][cH:7]1>>[CH3:1][c:2]1[cH:3][c:4]([CH2:8][NH:12][CH2:11][CH3:10])[cH:5][n:6][cH:7]1. Starting materials: Cl (hydrochloric acid), BrC1=C(OC2=C1C=C(C=C2)COC2=CC(=NC=1CCCCC21)CC)C2=C(C=CC=C2)C=2N=NN(N2)C(C2=CC=CC=C2)(C2=CC=CC=C2)C2=CC=CC=C2 (4-[(3-bromo-2-(2-(2-triphenylmethyl-2H-tetrazol-5-yl)phenyl)benzofuran-5-yl)methoxy]-2-ethyl-5,6,7,8-tetrahydroquinoline). Run in CO (methanol), C(C)O (ethanol). Conditions: time 2 hour. The product is Cl.BrC1=C(OC2=C1C=C(C=C2)COC2=CC(=NC=1CCCCC21)CC)C2=C(C=CC=C2)C2=NN=NN2 (4-[(3-bromo-2-(2-(1H-tetrazol-5-yl)phenyl)benzofuran-5-yl)methoxy]-2-ethyl-5,6,7,8-tetrahydroquinoline hydrochloride). As a reaction SMILES: [ClH:1].[Br:2][C:3]1[C:7]2[CH:8]=[C:9]([CH2:12][O:13][C:14]3[C:23]4[CH2:22][CH2:21][CH2:20][CH2:19][C:18]=4[N:17]=[C:16]([CH2:24][CH3:25])[CH:15]=3)[CH:10]=[CH:11][C:6]=2[O:5][C:4]=1[C:26]1[CH:31]=[CH:30][CH:29]=[CH:28][C:27]=1[C:32]1[N:33]=[N:34][N:35](C(C2C=CC=CC=2)(C2C=CC=CC=2)C2C=CC=CC=2)[N:36]=1>CO.C(O)C>[ClH:1].[Br:2][C:3]1[C:7]2[CH:8]=[C:9]([CH2:12][O:13][C:14]3[C:23]4[CH2:22][CH2:21][CH2:20][CH2:19][C:18]=4[N:17]=[C:16]([CH2:24][CH3:25])[CH:15]=3)[CH:10]=[CH:11][C:6]=2[O:5][C:4]=1[C:26]1[CH:31]=[CH:30][CH:29]=[CH:28][C:27]=1[C:32]1[NH:36][N:35]=[N:34][N:33]=1 |f:4.5|. Reported procedure: Concentrated hydrochloric acid (1 ml) was added to a suspension of 4-[(3-bromo-2-(2-(2-triphenylmethyl-2H-tetrazol-5-yl)phenyl)benzofuran-5-yl)methoxy]-2-ethyl-5,6,7,8-tetrahydroquinoline (A) (650 mg) in methanol (2 ml) and ethanol (4 ml). The mixture was warmed gently until the solid dissolved and then left to stand for 2 hours. The precipitated solid was filtered off, slurried with ether (10 ml) and recrystallised from methanol to give 4-[(3-bromo-2-(2-(1H-tetrazol-5-yl)phenyl)benzofuran-5-yl)... Starting materials: CO, Cl, CC=CN1CCn2c(c(O)c(=O)n(C(C)C)c2=O)C1=O. Product: CC(C)n1c(=O)c(O)c2n(c1=O)CCNC2=O. RXN SMILES: [CH3:21][OH:22].[ClH:23].[OH:1][c:2]1[c:3]2[n:4]([c:5](=[O:12])[n:6]([CH:9]([CH3:10])[CH3:11])[c:7]1=[O:8])[CH2:13][CH2:14][N:15]([CH:18]=[CH:19][CH3:20])[C:16]2=[O:17]>>[OH:1][c:2]1[c:3]2[n:4]([c:5](=[O:12])[n:6]([CH:9]([CH3:10])[CH3:11])[c:7]1=[O:8])[CH2:13][CH2:14][NH:15][C:16]2=[O:17]. The reactants are ClC=1C=CC=2N(N1)C(=C(N2)C2=CC=C(C=C2)Cl)C2=CC(=NC=C2)N (4-[6-chloro-2-(4-chlorophenyl)imidazo[1,2-b]pyridazin-3-yl]pyrid-2-ylamine), C1N(CC2C1CNC2)C(=O)OC(C)(C)C (tert-butyl hexahydropyrrolo[3,4-c]pyrrole-2-carboxylate). The solvent is C(CCCC)O (pentanol). Conditions: temperature 135 celsius, time 20 hour. The product is NC1=NC=CC(=C1)C1=C(N=C2N1N=C(C=C2)N2CC1C(C2)CN(C1)C(=O)OC(C)(C)C)C1=CC=C(C=C1)Cl (tert-Butyl 5-[3-(2-aminopyrid-4-yl)-2-(4-chlorophenyl)imidazo[1,2-b]pyridazin-6-yl]hexahydropyrrolo[3,4-c]pyrrole-2-carboxylate). Isolated yield 71.6%. RXN SMILES: Cl[C:2]1[CH:3]=[CH:4][C:5]2[N:6]([C:8]([C:18]3[CH:23]=[CH:22][N:21]=[C:20]([NH2:24])[CH:19]=3)=[C:9]([C:11]3[CH:16]=[CH:15][C:14]([Cl:17])=[CH:13][CH:12]=3)[N:10]=2)[N:7]=1.[CH2:25]1[CH:29]2[CH2:30][NH:31][CH2:32][CH:28]2[CH2:27][N:26]1[C:33]([O:35][C:36]([CH3:39])([CH3:38])[CH3:37])=[O:34]>C(O)CCCC>[NH2:24][C:20]1[CH:19]=[C:18]([C:8]2[N:6]3[N:7]=[C:2]([N:31]4[CH2:30][CH:29]5[CH2:25][N:26]([C:33]([O:35][C:36]([CH3:39])([CH3:38])[CH3:37])=[O:34])[CH2:27][CH:28]5[CH2:32]4)[CH:3]=[CH:4][C:5]3=[N:10][C:9]=2[C:11]2[CH:16]=[CH:15][C:14]([Cl:17])=[CH:13][CH:12]=2)[CH:23]=[CH:22][N:21]=1. Reported procedure: A mixture of 0.15 g (0.42 mmol) of 4-[6-chloro-2-(4-chlorophenyl)imidazo[1,2-b]pyridazin-3-yl]pyrid-2-ylamine and 0.36 g (1.7 mmol) of tert-butyl hexahydropyrrolo[3,4-c]pyrrole-2-carboxylate in 7 mL of pentanol is stirred at 135° C. for 20 hours. The solvent is then evaporated off under reduced pressure and the oily residue is chromatographed on a column of silica gel, eluting with a stepwise gradient of methanol and aqueous ammonia in dichloromethane (0:0:100 to 2:1:98). 0.16 g of product is is... Starting materials: [OH-].[Na+] (NaOH), CN1CCN(CC1)CCOC1=CC=2N(C=C1)C(=CN2)C(=O)[O-].[Li+] (lithium 7-(2-(4-methylpiperazin-1-yl)ethoxy)imidazo[1,2-a]pyridine-3-carboxylate), C1(CC1)C1=NN(C=2C=CC=C(C12)N)CC1=NN(C=C1)C(C)C (3-Cyclopropyl-1-((1-isopropyl-1H-pyrazol-3-yl)methyl)-1H-indazol-4-amine), ClC1=C(C(=O)Cl)C(=CC(=C1)Cl)Cl (2,4,6-trichlorobenzoyl chloride). The solvent is CN1CCCC1=O (NMP). Reaction conditions: temperature 0 celsius, time 1 hour. The product is C1(CC1)C1=NN(C2=CC=CC(=C12)NC(=O)C1=CN=C2N1C=CC(=C2)OCCN2CCN(CC2)C)CC2=NN(C=C2)C(C)C (N-(3-cyclopropyl-1-((1-isopropyl-1H-pyrazol-3-yl)methyl)-1H-indazol-4-yl)-7-(2-(4-methylpiperazin-1-yl)ethoxy)imidazo[1,2-a]pyridine-3-carboxamide). Yield: 70.5%. As a reaction SMILES: [CH3:1][N:2]1[CH2:7][CH2:6][N:5]([CH2:8][CH2:9][O:10][C:11]2[CH:16]=[CH:15][N:14]3[C:17]([C:20]([O-:22])=O)=[CH:18][N:19]=[C:13]3[CH:12]=2)[CH2:4][CH2:3]1.[Li+].ClC1C=C(Cl)C=C(Cl)C=1C(Cl)=O.[CH:36]1([C:39]2[C:47]3[C:46]([NH2:48])=[CH:45][CH:44]=[CH:43][C:42]=3[N:41]([CH2:49][C:50]3[CH:54]=[CH:53][N:52]([CH:55]([CH3:57])[CH3:56])[N:51]=3)[N:40]=2)[CH2:38][CH2:37]1.[OH-].[Na+]>CN1C(=O)CCC1>[CH:36]1([C:39]2[C:47]3[C:42](=[CH:43][CH:44]=[CH:45][C:46]=3[NH:48][C:20]([C:17]3[N:14]4[CH:15]=[CH:16][C:11]([O:10][CH2:9][CH2:8][N:5]5[CH2:6][CH2:7][N:2]([CH3:1])[CH2:3][CH2:4]5)=[CH:12][C:13]4=[N:19][CH:18]=3)=[O:22])[N:41]([CH2:49][C:50]3[CH:54]=[CH:53][N:52]([CH:55]([CH3:57])[CH3:56])[N:51]=3)[N:40]=2)[CH2:37][CH2:38]1 |f:0.1,4.5|. Reported procedure: To lithium 7-(2-(4-methylpiperazin-1-yl)ethoxy)imidazo[1,2-a]pyridine-3-carboxylate (130 mg, 0.411 mmol) was added NMP (10 mL). The solution was cooled to 0° C. and 2,4,6-trichlorobenzoyl chloride (65.6 μl, 0.411 mmol) was added dropwise. The cold bath was removed once the addition was complete. The reaction mixture was stirred for 1 hour during which time a cloudy suspension formed. 3-Cyclopropyl-1-((1-isopropyl-1H-pyrazol-3-yl)methyl)-1H-indazol-4-amine (90 mg, 0.305 mmol) was added and the re...